From a dataset of the Open Reaction Database (ORD), a public repository of structured organic reaction records. describe an organic reaction: reactants, conditions, products, and yield Reactants: Cl.FC1=CC2=C(N=CN=C2NC2=CC(=C(C=C2)OC2CCNCC2)C)C=N1 ((6-Fluoro-pyrido[3,4-d]pyrimidin-4-yl)-[3-methyl-4-(piperidin-4-yloxy)-phenyl]-amine hydrochloride), C1(CCCC1)CC(=O)Cl (cyclopentylacetyl chloride), C1(CCCC1)C(=O)N1CCC(CC1)OC1=C(C=C(C=C1)NC=1C2=C(N=CN1)C=NC(=C2)F)C (Cyclopentyl-{4-[4-(6-fluoro-pyrido[3,4-d]pyrimidin-4-ylamino)-2-methyl-phenoxy]-piperidin-1-yl}-methanone). The product is C1(CCCC1)CC(=O)N1CCC(CC1)OC1=C(C=C(C=C1)NC=1C2=C(N=CN1)C=NC(=C2)F)C (2-Cyclopentyl-1-{4-[4-(6-fluoro-pyrido[3,4-d]pyrimidin-4-ylamino)-2-methyl-phenoxy]-piperidin-1-yl}-ethanone). Reaction SMILES: Cl.[F:2][C:3]1[N:27]=[CH:26][C:6]2[N:7]=[CH:8][N:9]=[C:10]([NH:11][C:12]3[CH:17]=[CH:16][C:15]([O:18][CH:19]4[CH2:24][CH2:23][NH:22][CH2:21][CH2:20]4)=[C:14]([CH3:25])[CH:13]=3)[C:5]=2[CH:4]=1.[CH:28]1([CH2:33][C:34](Cl)=[O:35])[CH2:32][CH2:31][CH2:30][CH2:29]1.C1(C(N2CCC(OC3C=CC(NC4C5C=C(F)N=CC=5N=CN=4)=CC=3C)CC2)=O)CCCC1>>[CH:28]1([CH2:33][C:34]([N:22]2[CH2:23][CH2:24][CH:19]([O:18][C:15]3[CH:16]=[CH:17][C:12]([NH:11][C:10]4[C:5]5[CH:4]=[C:3]([F:2])[N:27]=[CH:26][C:6]=5[N:7]=[CH:8][N:9]=4)=[CH:13][C:14]=3[CH3:25])[CH2:20][CH2:21]2)=[O:35])[CH2:32][CH2:31][CH2:30][CH2:29]1 |f:0.1|. Procedure details: The title compound was prepared from (6-Fluoro-pyrido[3,4-d]pyrimidin-4-yl)-[3-methyl-4-(piperidin-4-yloxy)-phenyl]-amine (T) and cyclopentylacetyl chloride by a procedure analogous to that described for the synthesis of Cyclopentyl-{4-[4-(6-fluoro-pyrido[3,4-d]pyrimidin-4-ylamino)-2-methyl-phenoxy]-piperidin-1-yl}-methanone. MS: 464.3 (MH+); 1H NMR (DMSO-d6, 400 MHz): δ 9.90 (s, 1H), δ 8.86 (s, 1H), δ 8.57 (s, 1H), δ 8.19 (s, 1H), δ 7.035 (d, J=9.97, 2H), δ 4.58-4.59 (m, 1H), δ 3.71 (m, 2H), δ ... Starting materials: CCO, CCOC(=O)c1cnn(C)c1OC, [K+], [OH-], O. Product: COc1c(C(=O)O)cnn1C. As a reaction SMILES: [CH3:14][CH2:15][OH:16].[CH3:1][n:2]1[n:3][cH:4][c:5]([C:9](=[O:10])[O:11][CH2:12][CH3:13])[c:6]1[O:7][CH3:8].[K+:18].[OH-:17].[OH2:19]>>[CH3:1][n:2]1[n:3][cH:4][c:5]([C:9](=[O:10])[OH:11])[c:6]1[O:7][CH3:8]. Reactants: OC1=CC=CC2=C1C=C(O2)C (4-hydroxy-2-methylbenzofuran), C([O-])([O-])=O.[K+].[K+] (potassium carbonate), BrCOC (bromomethoxymethane). Solvent: CC(=O)C (acetone). Run at time 8 hour. Product: COCOC1=CC=CC2=C1C=C(O2)C (4-methoxymethoxy-2-methylbenzofuran). RXN SMILES: [OH:1][C:2]1[C:7]2[CH:8]=[C:9]([CH3:11])[O:10][C:6]=2[CH:5]=[CH:4][CH:3]=1.C(=O)([O-])[O-].[K+].[K+].Br[CH2:19][O:20][CH3:21]>CC(C)=O>[CH3:19][O:20][CH2:21][O:1][C:2]1[C:7]2[CH:8]=[C:9]([CH3:11])[O:10][C:6]=2[CH:5]=[CH:4][CH:3]=1 |f:1.2.3|. Procedure: To a stirred mixture of 4-hydroxy-2-methylbenzofuran (7.1 g, 0.048 M), anhydrous powdered potassium carbonate (19.87 g) and acetone (82 ml), was added dropwise bromomethoxymethane (11.99 g, 7.88 ml, 0.0959 M) with ice cooling. After the addition was complete the reaction mixture was stirred at room temperature overnight, filtered and evaporated. The residual oil was distilled to give 4-methoxymethoxy-2-methylbenzofuran, b.p. 94°-97° C./0.8 mmHg. The reactants are CC(C)=CCCC(C)=CCOc1ccc(C(=O)O)c(O)c1, CCCCCCCC, Cl, NCCO, O=S(Cl)Cl, c1ccncc1. The product is CC(C)=CCCC(C)=CCOc1ccc(C(=O)NCCO)c(O)c1. RXN SMILES: [CH3:1][C:2](=[CH:3][CH2:4][O:5][c:6]1[cH:7][c:8]([OH:15])[c:9]([C:10](=[O:11])[OH:12])[cH:13][cH:14]1)[CH2:16][CH2:17][CH:18]=[C:19]([CH3:20])[CH3:21].[CH3:31][CH2:32][CH2:33][CH2:34][CH2:35][CH2:36][CH2:37][CH3:38].[ClH:30].[OH:26][CH2:27][CH2:28][NH2:29].[S:22]([Cl:23])([Cl:24])=[O:25].[cH:39]1[cH:40][cH:41][n:42][cH:43][cH:44]1>>[CH3:1][C:2](=[CH:3][CH2:4][O:5][c:6]1[cH:7][c:8]([OH:15])[c:9]([C:10](=[O:12])[NH:29][CH2:28][CH2:27][OH:26])[cH:13][cH:14]1)[CH2:16][CH2:17][CH:18]=[C:19]([CH3:20])[CH3:21].